Dataset: the Open Reaction Database (ORD), a public repository of structured organic reaction records. Task: describe an organic reaction: reactants, conditions, products, and yield Starting materials: Zn3 (PO4)2, P(=O)([O-])([O-])[O-] (phosphate), [Zn] (zinc), [Zn] (zinc). Reaction conditions: time 1 hour. The product is P(=O)([O-])([O-])[O-].[Zn+2].P(=O)([O-])([O-])[O-].[Zn+2].[Zn+2] (zinc phosphate). RXN SMILES: [P:1]([O-:5])([O-:4])([O-:3])=[O:2].[Zn:6]>>[P:1]([O-:5])([O-:4])([O-:3])=[O:2].[Zn+2:6].[P:1]([O-:5])([O-:4])([O-:3])=[O:2].[Zn+2:6].[Zn+2:6] |f:2.3.4.5.6|. Procedure: For example, when the phosphor is coated with Zn3 (PO4)2, the following method can be employed. To a prescribed amount of phosphor, an aqueous phosphate solution necessary for the surface treatment previously determined is added and the resulting suspended mixture is warmed to about 30° to about 60° C. with stirring for several tens minutes. Subsequently an aqueous solution of a zinc salt containing zinc ions in stoichiometrically equivalent amount or 2 to 3 times in excess comparing with the am... The reactants are COC([C@H](CC1=CC(=C(C=C1)Cl)Cl)NC(C1=C(C=C(C=C1)Cl)NS(=O)(=O)C1=CC=CC=2C1=NSN2)=O)=O ((S)-2-[2-(benzo[1,2,5]thiadiazole-4-sulfonylamino)-4-chloro-benzoylamino]-3-(3,4-dichloro-phenyl)-propionic acid methyl ester), C1CCOC1 (THF), [Li+].[OH-] (LiOH), Cl (HCl). The solvent is O (water). Reaction conditions: time 8 hour. Yields the product N1=C2C(=NS1)C(=CC=C2)S(=O)(=O)NC2=C(C(=O)N[C@H](C(=O)O)CC1=CC(=C(C=C1)Cl)Cl)C=CC(=C2)Cl ((S)-2-[2-(Benzo[1,2,5]thiadiazole-4-sulfonylamino)-4-chloro-benzoylamino]-3-(3,4-dichloro-phenyl)-propionic acid). Reaction SMILES: C[O:2][C:3](=[O:37])[C@@H:4]([NH:14][C:15](=[O:36])[C:16]1[CH:21]=[CH:20][C:19]([Cl:22])=[CH:18][C:17]=1[NH:23][S:24]([C:27]1[C:32]2=[N:33][S:34][N:35]=[C:31]2[CH:30]=[CH:29][CH:28]=1)(=[O:26])=[O:25])[CH2:5][C:6]1[CH:11]=[CH:10][C:9]([Cl:12])=[C:8]([Cl:13])[CH:7]=1.C1COCC1.[Li+].[OH-].Cl>O>[N:35]1[S:34][N:33]=[C:32]2[C:27]([S:24]([NH:23][C:17]3[CH:18]=[C:19]([Cl:22])[CH:20]=[CH:21][C:16]=3[C:15]([NH:14][C@@H:4]([CH2:5][C:6]3[CH:11]=[CH:10][C:9]([Cl:12])=[C:8]([Cl:13])[CH:7]=3)[C:3]([OH:37])=[O:2])=[O:36])(=[O:25])=[O:26])=[CH:28][CH:29]=[CH:30][C:31]=12 |f:2.3|. Procedure: A mixture of (S)-2-[2-(benzo[1,2,5]thiadiazole-4-sulfonylamino)-4-chloro-benzoylamino]-3-(3,4-dichloro-phenyl)-propionic acid methyl ester (0.81 mmol), THF (10 mL), and LiOH (2 M in water, 5 mL) was stirred vigorously overnight at rt. The mixture was poured into water, acidified to pH 1 with conc. HCl, and extracted with EtOAc (4×). The combined organic layers were dried (Na2SO4) and concentrated to provide the desired acid as a tan solid. The acid was purified by preparative reverse phase HPLC ... The reactants are carboxylic acid, FC1=C(C(=C(C(=C1NC(SCCC(=O)O)=S)F)F)F)F (3-[[[(pentafluorophenyl)amino]thioxomethyl]thio]propionic acid), OS(=O)(=O)O (H2SO4). As a reaction SMILES: [F:1][C:2]1[C:7]([NH:8][C:9](=[S:16])[S:10][CH2:11][CH2:12][C:13](O)=[O:14])=[C:6]([F:17])[C:5]([F:18])=[C:4]([F:19])[C:3]=1[F:20].OS(O)(=O)=O>C(OC(=O)C)(=O)C>[F:1][C:2]1[C:7]([N:8]2[C:13](=[O:14])[CH2:12][CH2:11][S:10][C:9]2=[S:16])=[C:6]([F:17])[C:5]([F:18])=[C:4]([F:19])[C:3]=1[F:20]. The product is FC1=C(C(=C(C(=C1N1C(SCCC1=O)=S)F)F)F)F (3-(pentafluorophenyl)tetrahydro-2-thioxo-4H-1,3-thiazin-4-one). Reported procedure: The carboxylic acid, 3-[[[(pentafluorophenyl)amino]thioxomethyl]thio]propionic acid (500 mg., 1.51 mmol) is dissolved in acetic anhydride (5 ml.) to give a bright yellow solution. A drop of conc. H2SO4 is added and the solution heated on a steam bath for 2-3 minutes. On cooling, crystals separated, which are recrystallized from ethanol to give pure 3-(pentafluorophenyl)tetrahydro-2-thioxo-4H-1,3-thiazin-4-one as bright yellow translucent crystals (320 mg.) m.p. 163.5°-164.5°. Solvent: C(C)(=O)OC(C)=O (acetic anhydride). Reactants: C1(=CC=CC=C1)S(=O)(=O)CCN (2-phenylsulfonylethanamine), C(=O)(N1C=NC=C1)N1C=NC=C1 (1,1'-carbonyldiimidazole), C(C)N(CCNC(C)C)CC (N-[2-(diethylamino)ethyl]-2-propanamine). The solvent is O1CCCC1 (tetrahydrofuran), O1CCCC1 (tetrahydrofuran). Reaction conditions: time 1 hour. Product: C(C)N(CCN(C(=O)NCCS(=O)(=O)C1=CC=CC=C1)C(C)C)CC (N-[2-(Diethylamino)ethyl]-N-(1-methylethyl)-N'-[2-(phenylsulfonyl)ethyl]urea). RXN SMILES: [C:1]1([S:7]([CH2:10][CH2:11][NH2:12])(=[O:9])=[O:8])[CH:6]=[CH:5][CH:4]=[CH:3][CH:2]=1.[C:13](N1C=CN=C1)(N1C=CN=C1)=[O:14].[CH2:25]([N:27]([CH2:34][CH3:35])[CH2:28][CH2:29][NH:30][CH:31]([CH3:33])[CH3:32])[CH3:26]>O1CCCC1>[CH2:34]([N:27]([CH2:25][CH3:26])[CH2:28][CH2:29][N:30]([CH:31]([CH3:33])[CH3:32])[C:13]([NH:12][CH2:11][CH2:10][S:7]([C:1]1[CH:2]=[CH:3][CH:4]=[CH:5][CH:6]=1)(=[O:8])=[O:9])=[O:14])[CH3:35]. Procedure: A mixture of 6.96 g (0.0376 mole) of 2-phenylsulfonylethanamine and 6.64 g (0.041 mole) of 1,1'-carbonyldiimidazole in 400 ml of tetrahydrofuran was stirred at room temperature for 1 hr. A solution of 6.16 g (0.039 mole) of N-[2-(diethylamino)ethyl]-2-propanamine in 50 ml of tetrahydrofuran was added, and the mixture was refluxed for 13 hr. The solvent was removed in vacuo, and the residue was dissolved in a 50/50 mixture of ether and methylene chloride. The solution was extracted with water and... Starting materials: COC(C(=COC)C(C1=CC(=C(C=C1)C)C)=O)=O (2-(3,4-Dimethyl-benzoyl)-3-methoxy-acrylic acid methyl ester), CC1=C(C=NC=C1)N (4-Methyl-pyridin-3-ylamine). Solvent: C1(=CC=CC=C1)OC1=CC=CC=C1 (diphenyl ether). The product is CC=1C=C(C(=O)C2=CNC3=C(C=CN=C3C2=O)C)C=CC1C (3-(3,4-Dimethyl-benzoyl)-8-methyl-1H-[1,5]naphthyridin-4-one). Yield: 16.1%. As a reaction SMILES: CO[C:3](=[O:18])[C:4]([C:8](=[O:17])[C:9]1[CH:14]=[CH:13][C:12]([CH3:15])=[C:11]([CH3:16])[CH:10]=1)=[CH:5]OC.[CH3:19][C:20]1[CH:25]=[CH:24][N:23]=[CH:22][C:21]=1[NH2:26]>C1(OC2C=CC=CC=2)C=CC=CC=1>[CH3:16][C:11]1[CH:10]=[C:9]([CH:14]=[CH:13][C:12]=1[CH3:15])[C:8]([C:4]1[C:3](=[O:18])[C:22]2[C:21](=[C:20]([CH3:19])[CH:25]=[CH:24][N:23]=2)[NH:26][CH:5]=1)=[O:17]. Procedure: Experimental conditions analogous to those described for Step 1 of Example 1 were used with 0.50 g (2.01 mmol) 2-(3,4-Dimethyl-benzoyl)-3-methoxy-acrylic acid methyl ester, 0.22 g (2.01 mmol) of 4-Methyl-pyridin-3-ylamine, and 30 mL of diphenyl ether to yield 94.4 mg of 3-(3,4-Dimethyl-benzoyl)-8-methyl-1H-[1,5]naphthyridin-4-one as a brown solid. Starting materials: BrC1=CC(N(C=C1)C(C(=O)OCC)CC1=CC=CC=C1)=O (ethyl 2-(4-bromo-2-oxopyridin-1(2H)-yl)-3-phenylpropanoate), ClC=1C=CC(=C(C1)B(O)O)C#N (5-chloro-2-cyanophenylboronic acid). Reagents/catalysts: C=1C=CC(=CC1)[P](C=2C=CC=CC2)(C=3C=CC=CC3)[Pd]([P](C=4C=CC=CC4)(C=5C=CC=CC5)C=6C=CC=CC6)([P](C=7C=CC=CC7)(C=8C=CC=CC8)C=9C=CC=CC9)[P](C=1C=CC=CC1)(C=1C=CC=CC1)C=1C=CC=CC1 (tetrakis(triphenylphosphine)palladium(0)). Yields the product ClC=1C=CC(=C(C1)C1=CC(N(C=C1)C(C(=O)OCC)CC1=CC=CC=C1)=O)C#N (Ethyl 2-[4-(5-chloro-2-cyanophenyl)-2-oxopyridin-1(2H)-yl]-3-phenylpropanoate). Reaction SMILES: Br[C:2]1[CH:7]=[CH:6][N:5]([CH:8]([CH2:14][C:15]2[CH:20]=[CH:19][CH:18]=[CH:17][CH:16]=2)[C:9]([O:11][CH2:12][CH3:13])=[O:10])[C:4](=[O:21])[CH:3]=1.[Cl:22][C:23]1[CH:24]=[CH:25][C:26]([C:32]#[N:33])=[C:27](B(O)O)[CH:28]=1>C1C=CC([P]([Pd]([P](C2C=CC=CC=2)(C2C=CC=CC=2)C2C=CC=CC=2)([P](C2C=CC=CC=2)(C2C=CC=CC=2)C2C=CC=CC=2)[P](C2C=CC=CC=2)(C2C=CC=CC=2)C2C=CC=CC=2)(C2C=CC=CC=2)C2C=CC=CC=2)=CC=1>[Cl:22][C:23]1[CH:28]=[CH:27][C:26]([C:32]#[N:33])=[C:25]([C:2]2[CH:7]=[CH:6][N:5]([CH:8]([CH2:14][C:15]3[CH:20]=[CH:19][CH:18]=[CH:17][CH:16]=3)[C:9]([O:11][CH2:12][CH3:13])=[O:10])[C:4](=[O:21])[CH:3]=2)[CH:24]=1 |^1:37,39,58,77|. Procedure: 572 mg (1.6 mmol) of ethyl 2-(4-bromo-2-oxopyridin-1(2H)-yl)-3-phenylpropanoate (racemate) and 330 mg (1.8 mmol) of 5-chloro-2-cyanophenylboronic acid in the presence of tetrakis(triphenylphosphine)palladium(0) were reacted according to General Method 2A. Yield: 300 mg (purity 94%, 43% of theory)